Dataset: the Open Reaction Database (ORD), a public repository of structured organic reaction records. Task: describe an organic reaction: reactants, conditions, products, and yield Reactants: ClC1=NC(=C2N=C(N(C2=N1)C)CCN1CC(C1)N1CCS(CC1)(=O)=O)N1CCOCC1 (2-chloro-8-{2-[3-(1,1-dioxo-1-thiomorpholin-4-yl)azetidin-1-yl]-ethyl}-9-methyl-6-morpholin-4-yl-9H-purine), C(C)C=1NC2=C(N1)C=CC=C2 (2-ethylbenzimidazole), CC(C)C1=CC(=C(C(=C1)C(C)C)C2=C(C=CC=C2)P(C3CCCCC3)C4CCCCC4)C(C)C (Xphos), C(=O)([O-])[O-].[Cs+].[Cs+] (Cs2CO3). Reagents/catalysts: C=1C=CC(=CC1)/C=C/C(=O)/C=C/C2=CC=CC=C2.C=1C=CC(=CC1)/C=C/C(=O)/C=C/C2=CC=CC=C2.C=1C=CC(=CC1)/C=C/C(=O)/C=C/C2=CC=CC=C2.[Pd].[Pd] (Pd2(dba)3). The solvent is O1CCOCC1 (dioxane). Reaction conditions: temperature 120 celsius. The product is C(C)C1=NC2=C(N1C1=NC(=C3N=C(N(C3=N1)C)CCN1CC(C1)N1CCS(CC1)(=O)=O)N1CCOCC1)C=CC=C2 (4-(2-(2-ethyl-1H-benzo[d]imidazol-1-yl)-9-methyl-8-(2-(3-(1,1-dioxo-thiomorpholino)azetidin-1-yl)ethyl)-9H-purin-6-yl)morpholine). Yield: 68.1%. RXN SMILES: Cl[C:2]1[N:10]=[C:9]2[C:5]([N:6]=[C:7]([CH2:12][CH2:13][N:14]3[CH2:17][CH:16]([N:18]4[CH2:23][CH2:22][S:21](=[O:25])(=[O:24])[CH2:20][CH2:19]4)[CH2:15]3)[N:8]2[CH3:11])=[C:4]([N:26]2[CH2:31][CH2:30][O:29][CH2:28][CH2:27]2)[N:3]=1.[CH2:32]([C:34]1[NH:35][C:36]2[CH:42]=[CH:41][CH:40]=[CH:39][C:37]=2[N:38]=1)[CH3:33].CC(C1C=C(C(C)C)C(C2C=CC=CC=2P(C2CCCCC2)C2CCCCC2)=C(C(C)C)C=1)C.C([O-])([O-])=O.[Cs+].[Cs+]>O1CCOCC1.C1C=CC(/C=C/C(/C=C/C2C=CC=CC=2)=O)=CC=1.C1C=CC(/C=C/C(/C=C/C2C=CC=CC=2)=O)=CC=1.C1C=CC(/C=C/C(/C=C/C2C=CC=CC=2)=O)=CC=1.[Pd].[Pd]>[CH2:32]([C:34]1[N:35]([C:2]2[N:10]=[C:9]3[C:5]([N:6]=[C:7]([CH2:12][CH2:13][N:14]4[CH2:15][CH:16]([N:18]5[CH2:23][CH2:22][S:21](=[O:24])(=[O:25])[CH2:20][CH2:19]5)[CH2:17]4)[N:8]3[CH3:11])=[C:4]([N:26]3[CH2:27][CH2:28][O:29][CH2:30][CH2:31]3)[N:3]=2)[C:36]2[CH:42]=[CH:41][CH:40]=[CH:39][C:37]=2[N:38]=1)[CH3:33] |f:3.4.5,7.8.9.10.11|. Procedure details: A mixture of 2-chloro-8-{2-[3-(1,1-dioxo-1-thiomorpholin-4-yl)azetidin-1-yl]-ethyl}-9-methyl-6-morpholin-4-yl-9H-purine (93 mg, 0.20 mmol), 2-ethylbenzimidazole (32 mg, 0.22 mmol), Pd2(dba)3 (4.5 mg, 2.5 mol %), Xphos (9.4 mg, 10 mol %) and Cs2CO3 (97 mg, 0.30 mmol) in dioxane (2.0 mL) was purged with argon gas then heated at 120° C., for 20 h, in a sealed tube. The reaction mixture was loaded onto an Isolute® SCX-2 cartridge, washed with MeOH then the desired product eluted with 2 M NH3/MeOH in... Starting materials: C([C@@H](O)[C@@H](O)[C@H](O)CO)O (lyxitol), OCC(CCC(CO)O)O (1,2,5,6-tetrahydroxyhexane), C([C@H](O)[C@H](O)CO)O (erythritol), C([C@@H](O)[C@H](O)CO)O (threitol). Product: C([C@H](O)[C@@H](O)[C@H](O)CO)O (xylitol). As a reaction SMILES: [CH2:1]([OH:10])[C@H:2]([C@H:4]([C@@H:6]([CH2:8][OH:9])[OH:7])[OH:5])[OH:3].C(O)[C@@H]([C@@H](CO)O)O.C(O)[C@H]([C@@H](CO)O)O.OCC(O)CCC(O)CO>>[CH2:1]([OH:10])[C@@H:2]([C@H:4]([C@@H:6]([CH2:8][OH:9])[OH:7])[OH:5])[OH:3]. Procedure details: lyxitol; erythritol; threitol; 1,2,5,6-tetrahydroxyhexane; Starting materials: Cl.N1CCOCC1 (morpholine hydrochloride), solution, C=O (formaldehyde), C(C)(=O)N1CC=2N(CC1)C=CC2 (2-acetyl-1,2,3,4-tetrahydropyrrolo-[1,2-a]-pyrazine), solution, N (ammonia). Run in O (water). Run at time 4 hour. The product is C(C)(=O)N1CC=2N(CC1)C(=CC2)CN2CCOCC2 (2-Acetyl-6-(Morpholinomethyl)-1,2,3,4-Tetrahydropyrrolo-[1,2-a]-Pyrazine). Yield: 61.0%. RXN SMILES: Cl.[NH:2]1[CH2:7][CH2:6][O:5][CH2:4][CH2:3]1.[CH2:8]=O.[C:10]([N:13]1[CH2:18][CH2:17][N:16]2[CH:19]=[CH:20][CH:21]=[C:15]2[CH2:14]1)(=[O:12])[CH3:11].N>O>[C:10]([N:13]1[CH2:18][CH2:17][N:16]2[C:19]([CH2:8][N:2]3[CH2:7][CH2:6][O:5][CH2:4][CH2:3]3)=[CH:20][CH:21]=[C:15]2[CH2:14]1)(=[O:12])[CH3:11] |f:0.1|. Procedure: A mixture of 2.72 g of morpholine hydrochloride, 1.65 g of a 40% solution of formaldehyde, and 3.3 g of 2-acetyl-1,2,3,4-tetrahydropyrrolo-[1,2-a]-pyrazine was stirred for 4 hours at room temperature. 15 ml of water, alkalized with a 25% solution of ammonia, was added to the reaction mass and the product was extracted with benzene. Benzene was removed by distillation and the residue was crystallized from ethanol to give 3.2 g (61%) the title compound, mp 117°-118° C. Nmr (CDCl3): δ2.1 (s) (3H, C... The reactants are C(=O)([O-])[O-].[K+].[K+] (K2CO3), FC1(OC2=C(O1)C=CC(=C2)CN2CCNCC2)F (1-(2,2-Difluoro-benzo[1,3]dioxol-5-ylmethyl)-piperazine), N1=CC=CC=C1 (Pyridine), ClC(=O)OC1=CC=CC=C1 (phenyl chloroformate), NC=1C=NC=CC1Cl (3-amino-4-chloropyridine). The solvent is O (water), O (Water), C1(=CC=CC=C1)C (toluene). Run at temperature 2 celsius, time 7 hour. Product: ClC1=C(C=NC=C1)NC(=O)N1CCN(CC1)CC1=CC2=C(OC(O2)(F)F)C=C1 (4-(2,2-difluoro-benzo[1,3]dioxol-5-ylmethyl)-piperazine-1-carboxylic acid (4-chloro-pyridin-3-yl)-amide). Yield: 68.6%. As a reaction SMILES: [NH2:1][C:2]1[CH:3]=[N:4][CH:5]=[CH:6][C:7]=1[Cl:8].N1C=CC=CC=1.Cl[C:16](OC1C=CC=CC=1)=[O:17].C([O-])([O-])=O.[K+].[K+].[F:31][C:32]1([F:48])[O:36][C:35]2[CH:37]=[CH:38][C:39]([CH2:41][N:42]3[CH2:47][CH2:46][NH:45][CH2:44][CH2:43]3)=[CH:40][C:34]=2[O:33]1>O.C1(C)C=CC=CC=1>[Cl:8][C:7]1[CH:6]=[CH:5][N:4]=[CH:3][C:2]=1[NH:1][C:16]([N:45]1[CH2:44][CH2:43][N:42]([CH2:41][C:39]2[CH:38]=[CH:37][C:35]3[O:36][C:32]([F:31])([F:48])[O:33][C:34]=3[CH:40]=2)[CH2:47][CH2:46]1)=[O:17] |f:3.4.5|. Procedure: A 2 L, three-neck Morton flask equipped with a mechanical stirrer, thermocouple, and addition funnel under a nitrogen atmosphere was charged with 3-amino-4-chloropyridine (35.0 g, 272 mmol) and toluene (740 mL). The brown solution was cooled to 2° C. Pyridine (25.3 mL, 310 mmol) was added in one portion, followed by the dropwise addition of phenyl chloroformate (32.6 mL, 259 mmol) over 30 min. The maximum internal temperature was 5° C. After stirring at 2-5° C. for 7 h the reaction mixture becam... Starting materials: ClC=1N=C(C2=C(N1)N(C=C2)S(=O)(=O)C2=CC=C(C)C=C2)NC=2C=C(C(=O)N)C=CC2 (3-(2-chloro-7-tosyl-7H-pyrrolo[2,3-d]pyrimidin-4-ylamino)benzamide), NC1=CC=C(C=C1)N1CCN(CC1)C(C)=O (1-(4-(4-aminophenyl)piperazin-1-yl)ethanone), C[Si](C)(C)Cl (trimethylsilyl chloride). The solvent is O1CCOCC1 (dioxane), C(CCC)O (nBuOH). Reaction conditions: temperature 110 celsius, time 72 hour. Product: C(C)(=O)N1CCN(CC1)C1=CC=C(C=C1)NC=1N=C(C2=C(N1)N(C=C2)S(=O)(=O)C2=CC=C(C)C=C2)NC=2C=C(C(=O)N)C=CC2 (3-(2-(4-(4-acetylpiperazin-1-yl)phenylamino)-7-tosyl-7H-pyrrolo[2,3-d]pyrimidin-4-ylamino)benzamide). Isolated yield 33.7%. Reaction SMILES: Cl[C:2]1[N:3]=[C:4]([NH:21][C:22]2[CH:23]=[C:24]([CH:28]=[CH:29][CH:30]=2)[C:25]([NH2:27])=[O:26])[C:5]2[CH:10]=[CH:9][N:8]([S:11]([C:14]3[CH:20]=[CH:19][C:17]([CH3:18])=[CH:16][CH:15]=3)(=[O:13])=[O:12])[C:6]=2[N:7]=1.[NH2:31][C:32]1[CH:37]=[CH:36][C:35]([N:38]2[CH2:43][CH2:42][N:41]([C:44](=[O:46])[CH3:45])[CH2:40][CH2:39]2)=[CH:34][CH:33]=1.C[Si](Cl)(C)C>O1CCOCC1.C(O)CCC>[C:44]([N:41]1[CH2:40][CH2:39][N:38]([C:35]2[CH:36]=[CH:37][C:32]([NH:31][C:2]3[N:3]=[C:4]([NH:21][C:22]4[CH:23]=[C:24]([CH:28]=[CH:29][CH:30]=4)[C:25]([NH2:27])=[O:26])[C:5]4[CH:10]=[CH:9][N:8]([S:11]([C:14]5[CH:20]=[CH:19][C:17]([CH3:18])=[CH:16][CH:15]=5)(=[O:12])=[O:13])[C:6]=4[N:7]=3)=[CH:33][CH:34]=2)[CH2:43][CH2:42]1)(=[O:46])[CH3:45]. Procedure: A mixture of 3-(2-chloro-7-tosyl-7H-pyrrolo[2,3-d]pyrimidin-4-ylamino)benzamide (85 mg, 0.19 mmol), 1-(4-(4-aminophenyl)piperazin-1-yl)ethanone (105 mg, 0.480 mmol) and trimethylsilyl chloride (0.030 mL, 0.24 mmol) in dioxane (1 mL) and nBuOH (1 mL) was stirred at 110° C. for 72 h. It was concentrated in vacuo. The residue was purified by HPLC to give 3-(2-(4-(4-acetylpiperazin-1-yl)phenylamino)-7-tosyl-7H-pyrrolo[2,3-d]pyrimidin-4-ylamino)benzamide (40 mg). Starting materials: ClC1=NC=CC(=N1)Cl (2,4-dichloropyrimidine), C1(=CC=C(C=C1)[C@@H]1NC(OC1)=O)C1=CC=CC=C1 ((S)-4-(biphenyl-4-yl)oxazolidin-2-one), [H-].[Na+] (NaH), O (water). Solvent: [Cl-].[Na+].O (brine), [Cl-].[Na+].O (brine), CCOC(=O)C (EtOAc), CN(C)C=O (DMF), CCOC(=O)C (EtOAc). Reaction conditions: time 1.5 hour. Product: C1(=CC=C(C=C1)[C@@H]1N(C(OC1)=O)C1=NC(=NC=C1)Cl)C1=CC=CC=C1 ((S)-4-(biphenyl-4-yl)-3-(2-chloropyrimidin-4-yl)oxazolidin-2-one). Yield: 45.1%. Reaction SMILES: [Cl:1][C:2]1[N:7]=[C:6](Cl)[CH:5]=[CH:4][N:3]=1.[C:9]1([C:21]2[CH:26]=[CH:25][CH:24]=[CH:23][CH:22]=2)[CH:14]=[CH:13][C:12]([C@H:15]2[CH2:19][O:18][C:17](=[O:20])[NH:16]2)=[CH:11][CH:10]=1.[H-].[Na+].O>CN(C=O)C.CCOC(C)=O.[Cl-].[Na+].O>[C:9]1([C:21]2[CH:26]=[CH:25][CH:24]=[CH:23][CH:22]=2)[CH:14]=[CH:13][C:12]([C@H:15]2[CH2:19][O:18][C:17](=[O:20])[N:16]2[C:6]2[CH:5]=[CH:4][N:3]=[C:2]([Cl:1])[N:7]=2)=[CH:11][CH:10]=1 |f:2.3,7.8.9|. Reported procedure: To a solution of 2,4-dichloropyrimidine (46.5 mg, 0.312 mmol) and (S)-4-(biphenyl-4-yl)oxazolidin-2-one (74.7 mg, 0.312 mmol) in DMF (700 μL) was added NaH (60% wt., 10.49 mg, 0.437 mmol) in two portions within ˜5 min [Caution: exotherm; gas development] at room temperature (water bath). The reaction mixture was stirred for 1.5 hour. The mixture was diluted with EtOAc (25 mL), stirred for 5 min and then diluted slowly with diluted brine (10 mL; 1:1 brine/water). The mixture was poured into dilut...